Dataset: the Open Reaction Database (ORD), a public repository of structured organic reaction records. Task: describe an organic reaction: reactants, conditions, products, and yield Starting materials: CC(C)C(C=O)N(C)C(=O)OC(C)(C)C, N#CC=P(c1ccccc1)(c1ccccc1)c1ccccc1. Yields the product CC(C)C(C=CC#N)N(C)C(=O)OC(C)(C)C. As a reaction SMILES: [CH:1](=[O:2])[CH:3]([CH:4]([CH3:5])[CH3:6])[N:7]([C:8]([O:9][C:10]([CH3:11])([CH3:12])[CH3:13])=[O:14])[CH3:15].[c:16]1([P:17]([c:18]2[cH:19][cH:20][cH:21][cH:22][cH:23]2)([c:24]2[cH:25][cH:26][cH:27][cH:28][cH:29]2)=[CH:35][C:36]#[N:37])[cH:30][cH:31][cH:32][cH:33][cH:34]1>>[CH:1]([CH:3]([CH:4]([CH3:5])[CH3:6])[N:7]([C:8]([O:9][C:10]([CH3:11])([CH3:12])[CH3:13])=[O:14])[CH3:15])=[CH:35][C:36]#[N:37]. The reactants are BrC=1C=C(C(NC1)=O)C (5-bromo-3-methyl-1H-pyridin-2-one), C1(CC1)COC1=C(C=C(C=C1)S(=O)(=O)C)B1OC(C(O1)(C)C)(C)C (2-[2-(cyclopropylmethoxy)-5-methylsulfonylphenyl]-4,4,5,5-tetramethyl-1,3,2-dioxaborolane), [O-]P(=O)([O-])[O-].[K+].[K+].[K+] (K3PO4), N#N (N2). Reagents/catalysts: C1=CC=C(C=C1)P([C-]2C=CC=C2)C3=CC=CC=C3.C1=CC=C(C=C1)P([C-]2C=CC=C2)C3=CC=CC=C3.Cl[Pd]Cl.[Fe+2] (Pd(dppf)Cl2). Solvent: O1CCOCC1 (dioxane), O (water), CC(OCC)=O (EA), C(Cl)Cl (DCM). Conditions: temperature 70 celsius. Product: C1(CC1)COC1=C(C=C(C=C1)S(=O)(=O)C)C=1C=C(C(NC1)=O)C (5-[2-(cyclopropylmethoxy)-5-methylsulfonylphenyl]-3-methyl-1H-pyridin-2-one). Yield: 58.8%. As a reaction SMILES: Br[C:2]1[CH:3]=[C:4]([CH3:9])[C:5](=[O:8])[NH:6][CH:7]=1.[CH:10]1([CH2:13][O:14][C:15]2[CH:20]=[CH:19][C:18]([S:21]([CH3:24])(=[O:23])=[O:22])=[CH:17][C:16]=2B2OC(C)(C)C(C)(C)O2)[CH2:12][CH2:11]1.[O-]P([O-])([O-])=O.[K+].[K+].[K+].N#N>O1CCOCC1.O.C1C=CC(P(C2C=CC=CC=2)[C-]2C=CC=C2)=CC=1.C1C=CC(P(C2C=CC=CC=2)[C-]2C=CC=C2)=CC=1.Cl[Pd]Cl.[Fe+2].CC(=O)OCC.C(Cl)Cl>[CH:10]1([CH2:13][O:14][C:15]2[CH:20]=[CH:19][C:18]([S:21]([CH3:24])(=[O:23])=[O:22])=[CH:17][C:16]=2[C:2]2[CH:3]=[C:4]([CH3:9])[C:5](=[O:8])[NH:6][CH:7]=2)[CH2:11][CH2:12]1 |f:2.3.4.5,9.10.11.12|. Reported procedure: 5-bromo-3-methyl-1H-pyridin-2-one (950 mg, 5.05 mmol), the title compound of Example 90, step 1 (2.93 g, 5.95 mmol), Pd(dppf)Cl2 (365 mg, 0.5 mmol) and K3PO4 (2.14 g, 10.1 mmol) in dioxane (30 mL) and water (5 mL) was purged with N2 and heated at 70° C. for 12 h. Silica gel chromatography (PE:DCM:EA=3:0:1 to 0:1:3) gave impure title compound (990 mg) as a yellow solid which was used directly in the next step. 1H NMR (CDCl3, 400 MHz) δ 12.57 (brs, 1H), 7.84 (d, J=8.8 Hz, 1H), 7.82 (s, 1H), 7.65 (... Reactants: C(CCCC)OC1(CC=CC=C1)C1=CC=C(C=C1)C1=CC=C(C=C1)C(=O)O (4"-(n-pentyloxy)-[1,1':4',4"-terphenyl]-4-carboxylic acid), C1(CCCCC1)N=C=NC1CCCCC1 (dicyclohexylcarbodiimide), FC1=C(C(=C(C(=C1O)F)F)F)F (pentafluorophenol). The solvent is C(C)(=O)OCC (ethyl acetate). Run at temperature 25 celsius, time 18 hour. The product is C(CCCC)OC1(CC=CC=C1)C1=CC=C(C=C1)C1=CC=C(C=C1)C(=O)OC1=C(C(=C(C(=C1F)F)F)F)F (pentafluorophenyl 4"-(n-pentyloxy)-[1,1':4',4"-terphenyl]-4-carboxylate). As a reaction SMILES: [CH2:1]([O:6][C:7]1([C:13]2[CH:18]=[CH:17][C:16]([C:19]3[CH:24]=[CH:23][C:22]([C:25]([OH:27])=[O:26])=[CH:21][CH:20]=3)=[CH:15][CH:14]=2)[CH:12]=[CH:11][CH:10]=[CH:9][CH2:8]1)[CH2:2][CH2:3][CH2:4][CH3:5].C1(N=C=NC2CCCCC2)CCCCC1.[F:43][C:44]1[C:49](O)=[C:48]([F:51])[C:47]([F:52])=[C:46]([F:53])[C:45]=1[F:54]>C(OCC)(=O)C>[CH2:1]([O:6][C:7]1([C:13]2[CH:14]=[CH:15][C:16]([C:19]3[CH:24]=[CH:23][C:22]([C:25]([O:27][C:49]4[C:48]([F:51])=[C:47]([F:52])[C:46]([F:53])=[C:45]([F:54])[C:44]=4[F:43])=[O:26])=[CH:21][CH:20]=3)=[CH:17][CH:18]=2)[CH:8]=[CH:9][CH:10]=[CH:11][CH2:12]1)[CH2:2][CH2:3][CH2:4][CH3:5]. Reported procedure: To a mixture of 4"-(n-pentyloxy)-[1,1':4',4"-terphenyl]-4-carboxylic acid (10.5 mmol) and dicyclohexylcarbodiimide (10.5 mmol) in ethyl acetate at 0° C. is added pentafluorophenol (11.5 mmol). The mixture is stirred at 25° C. for a period of 18 h, producing a precipitate. The mixture is filtered. The filtrate is washed with water and brine and dried with magnesium sulfate. The solvent is removed in vacuo to obtain pentafluorophenyl 4"-(n-pentyloxy)-[1,1':4',4"-terphenyl]-4-carboxylate, C30H23F5O... The product is CC1=C(O)C(=C(C(=C1C)O)C)CCCO (2,3,5-trimethyl-6-(3'-hydroxypropyl)-hydroquinone). Starting materials: CC=1C(C(=C(C(C1C)=O)C)CCC(=O)OCC)=O (2,3,5-trimethyl-6-(2'-ethoxycarbonylethyl)-1,4-benzoquinone), ethyl ester, [H-].[Al+3].[Li+].[H-].[H-].[H-] (lithium aluminum hydride). Run in C(C)OCC (diethyl ether). Procedure: A solution of 2,3,5-trimethyl-6-(2'-ethoxycarbonylethyl)-1,4-benzoquinone (formula I-2 wherein R=H3C, n=1, in the form of ethyl ester) (0.39 part) in diethyl ether (50 volume parts) was treated with lithium aluminum hydride in the same manner as Example 53 to give 2,3,5-trimethyl-6-(3'-hydroxypropyl)-hydroquinone (formula III-2 wherein R=H3C, X=Y=OH, n=1 in the free form). The product was treated with ferric chloride in the same manner as Example 53 and then subjected to column chromatography on... As a reaction SMILES: [CH3:1][C:2]1[C:3](=[O:18])[C:4]([CH2:11][CH2:12][C:13](OCC)=[O:14])=[C:5]([CH3:10])[C:6](=[O:9])[C:7]=1[CH3:8].[H-].[Al+3].[Li+].[H-].[H-].[H-]>C(OCC)C>[CH3:1][C:2]1[C:7]([CH3:8])=[C:6]([OH:9])[C:5]([CH3:10])=[C:4]([CH2:11][CH2:12][CH2:13][OH:14])[C:3]=1[OH:18] |f:1.2.3.4.5.6|. Starting materials: FC(CNC(NC1=NC(=CN=C1)Cl)=S)(F)F (2-[3-(2,2,2-trifluoroethyl)thioureido]-6-chloropyrazine), mercuric oxide, N (ammonia). The product is FC(CN=C(NC1=NC(=CN=C1)Cl)N)(F)F (2-[2-(2,2,2-trifluoroethyl)guanidino]-6-chloropyrazine). As a reaction SMILES: [F:1][C:2]([F:16])([F:15])[CH2:3][NH:4][C:5](=S)[NH:6][C:7]1[CH:12]=[N:11][CH:10]=[C:9]([Cl:13])[N:8]=1.[NH3:17]>>[F:1][C:2]([F:16])([F:15])[CH2:3][N:4]=[C:5]([NH2:17])[NH:6][C:7]1[CH:12]=[N:11][CH:10]=[C:9]([Cl:13])[N:8]=1. Procedure: To a solution of 2-[3-(2,2,2-trifluoroethyl)thioureido]-6-chloropyrazine (0.7 g.) in alcoholic ammonia (35 ml.) was added red mercuric oxide (0.65 g.) with stirring at room temperature. After stirring overnight, the black mixture was filtered and the black solid washed with alcohol. The resulting yellow filtrate was evaporated to give a yellow solid (0.7 g.). Recrystallisation from hot toluene diluted with petroleum ether (b.p. 60°-80°) yielded colourless needles (0.5 g.) of 2-[2-(2,2,2-trifluor...